describe an organic reaction: reactants, conditions, products, and yield From a dataset of the Open Reaction Database (ORD), a public repository of structured organic reaction records. Starting materials: CN(C)C=O, FC(F)(F)CCl, ClCCl, [Na+], O, [OH-], O, Sc1ccccc1. The product is FC(F)(F)CSc1ccccc1. RXN SMILES: [CH3:21][N:22]([CH3:23])[CH:24]=[O:25].[Cl:11][CH2:12][C:13]([F:14])([F:15])[F:16].[Cl:18][CH2:19][Cl:20].[Na+:2].[O:3].[OH-:1].[OH2:17].[SH:4][c:5]1[cH:6][cH:7][cH:8][cH:9][cH:10]1>>[S:4]([c:5]1[cH:6][cH:7][cH:8][cH:9][cH:10]1)[CH2:12][C:13]([F:14])([F:15])[F:16]. The reactants are ClC1=CC=C(C=C1)C=1C(=NN(C(C1C1=CC=C(C=C1)C#N)=O)CC=1C(=NC(=CC1)C(F)(F)F)C)NNC(COC)=O (N′-(4-(4-chlorophenyl)-5-(4-cyanophenyl)-1-((2-methyl-6-(trifluoromethyl)pyridin-3-yl)methyl)-6-oxo-1,6-dihydropyridazin-3-yl) -2-methoxyacetohydrazide), O=P(Cl)(Cl)Cl (POCl3). The solvent is C1(=CC=CC=C1)C (toluene). Conditions: temperature 120 celsius, time 2 hour. The product is ClC1=CC=C(C=C1)C=1C=2N(N(C(C1C1=CC=C(C#N)C=C1)=O)CC=1C(=NC(=CC1)C(F)(F)F)C)C(=NN2)COC (4-(8-(4-chlorophenyl)-3-(methoxymethyl)-5-((2-methyl-6-(trifluoromethyl)pyridin-3-yl)methyl)-6-oxo-5,6-dihydro-[1,2,4]triazolo[4,3-b]pyridazin-7-yl)benzonitrile). Yield: 72.8%. RXN SMILES: [Cl:1][C:2]1[CH:7]=[CH:6][C:5]([C:8]2[C:9]([NH:35][NH:36][C:37](=O)[CH2:38][O:39][CH3:40])=[N:10][N:11]([CH2:23][C:24]3[C:25]([CH3:34])=[N:26][C:27]([C:30]([F:33])([F:32])[F:31])=[CH:28][CH:29]=3)[C:12](=[O:22])[C:13]=2[C:14]2[CH:19]=[CH:18][C:17]([C:20]#[N:21])=[CH:16][CH:15]=2)=[CH:4][CH:3]=1.O=P(Cl)(Cl)Cl>C1(C)C=CC=CC=1>[Cl:1][C:2]1[CH:7]=[CH:6][C:5]([C:8]2[C:9]3[N:10]([C:37]([CH2:38][O:39][CH3:40])=[N:36][N:35]=3)[N:11]([CH2:23][C:24]3[C:25]([CH3:34])=[N:26][C:27]([C:30]([F:31])([F:32])[F:33])=[CH:28][CH:29]=3)[C:12](=[O:22])[C:13]=2[C:14]2[CH:19]=[CH:18][C:17]([C:20]#[N:21])=[CH:16][CH:15]=2)=[CH:4][CH:3]=1. Procedure: N′-(4-(4-chlorophenyl)-5-(4-cyanophenyl)-1-((2-methyl-6-(trifluoromethyl)pyridin-3-yl)methyl)-6-oxo-1,6-dihydropyridazin-3-yl) -2-methoxyacetohydrazide (780 mg, 1.338 mmol) was dissolved in toluene (25 ml) and was heated at 120° C. for 15 min. After this time, POCl3(5 ml) was added and the reaction was stirred at 120° C. for an additional 2 hr. The reaction mixture was then cooled to room temperature and concentrated under reduced pressure. The resulting residue was dissolved in EtOAc (50 ml) an... Starting materials: [OH-].[Na+] (sodium hydroxide), FC(C=1C=C(C=CC1)NC1=NC=CC(=N1)C1=CC(=NC=C1)C#N)(F)F (N-(3-trifluoromethyl-phenyl)-4-(2-cyano4-pyridyl)-2-pyrimidineamine), C(C)O (ethanol), Cl (hydrochloric acid). The product is FC(C=1C=C(C=CC1)NC1=NC=CC(=N1)C1=CC(=NC=C1)C(=O)O)(F)F (N-(3-trifluoromethyl-phenyl)-4-(2-carboxy-4-pyridyl)-2-pyrimidineamine). As a reaction SMILES: [F:1][C:2]([F:25])([F:24])[C:3]1[CH:4]=[C:5]([NH:9][C:10]2[N:15]=[C:14]([C:16]3[CH:21]=[CH:20][N:19]=C(C#N)[CH:17]=3)[CH:13]=[CH:12][N:11]=2)[CH:6]=[CH:7][CH:8]=1.[OH-:26].[Na+].Cl.[CH2:29]([OH:31])[CH3:30]>>[F:1][C:2]([F:25])([F:24])[C:3]1[CH:4]=[C:5]([NH:9][C:10]2[N:15]=[C:14]([C:16]3[CH:21]=[CH:20][N:19]=[C:30]([C:29]([OH:26])=[O:31])[CH:17]=3)[CH:13]=[CH:12][N:11]=2)[CH:6]=[CH:7][CH:8]=1 |f:1.2|. Procedure: 100 mg (0.293 mmol) of N-(3-trifluoromethyl-phenyl)-4-(2-cyano4-pyridyl)-2-pyrimidineamine are stirred in 15 ml of ethanol and 15 ml of 2N sodium hydroxide solution for 3 hours at 60°. After acidifying with 4N hydrochloric acid, N-(3-trifluoromethyl-phenyl)-4-(2-carboxy-4-pyridyl)-2-pyrimidineamine is obtained; m.p. 241°-245°, FAB-MS: 361 (M+ +H). Starting materials: O1C(COC2=CC=C(C=C2)OCCOC)C1 (1-(2,3-epoxypropoxy)-4-(2-methoxyethoxy)benzene), C(C1=CC=CC=C1)NC(COC1=CC=C(C(C(=O)N)=C1)O)C (5-[2-(benzylamino)propoxy]salicylamide). Solvent: C(C)(C)O (isopropanol). Yields the product C(N)(=O)C=1C=C(OCC(C)N(CC(COC2=CC=C(C=C2)OCCOC)O)CC2=CC=CC=C2)C=CC1O (1-[N-[2-(3-carbamoyl-4-hydroxyphenoxy)-1-methylethyl]benzylamino]-3-[4-(2-methoxyethoxy)phenoxy]propan-2-ol). As a reaction SMILES: [O:1]1[CH2:16][CH:2]1[CH2:3][O:4][C:5]1[CH:10]=[CH:9][C:8]([O:11][CH2:12][CH2:13][O:14][CH3:15])=[CH:7][CH:6]=1.[CH2:17]([NH:24][CH:25]([CH3:38])[CH2:26][O:27][C:28]1[CH:36]=[C:32]([C:33]([NH2:35])=[O:34])[C:31]([OH:37])=[CH:30][CH:29]=1)[C:18]1[CH:23]=[CH:22][CH:21]=[CH:20][CH:19]=1>C(O)(C)C>[C:33]([C:32]1[CH:36]=[C:28]([CH:29]=[CH:30][C:31]=1[OH:37])[O:27][CH2:26][CH:25]([N:24]([CH2:17][C:18]1[CH:19]=[CH:20][CH:21]=[CH:22][CH:23]=1)[CH2:16][CH:2]([OH:1])[CH2:3][O:4][C:5]1[CH:10]=[CH:9][C:8]([O:11][CH2:12][CH2:13][O:14][CH3:15])=[CH:7][CH:6]=1)[CH3:38])(=[O:34])[NH2:35]. Procedure details: A solution of 10.2 g of 1-(2,3-epoxypropoxy)-4-(2-methoxyethoxy)benzene and 11.0 g of 5-[2-(benzylamino)propoxy]salicylamide in 200 ml of isopropanol is refluxed for 24 hours. By concentration of the solution by evaporation, crude 1-[N-[2-(3-carbamoyl-4-hydroxyphenoxy)-1-methylethyl]benzylamino]-3-[4-(2-methoxyethoxy)phenoxy]propan-2-ol is obtained as an oil which is used in its crude state for debenzylation. Yields the product Cl.CC(CC)N1C(=NC=C1)CCl (1-(2-butyl)-2-chloromethylimidazole hydrochloride). Reaction conditions: temperature 90 celsius. Starting materials: CC(CC)N1C(=NC=C1)CO (1-(2-butyl)-2-hydroxymethylimidazole), S(=O)(Cl)Cl (thionyl chloride). Procedure: To 1-(2-butyl)-2-hydroxymethylimidazole (2.70 g) was added thionyl chloride (27 ml) at 0° C., and the mixture was heated for 30 minutes under nitrogen atmosphere at 90° C. The mixture was allowed to be at room temperature. The solvent was distilled off under reduced pressure, and the obtained residue was recrystallized from ethyl acetate, to give 1-(2-butyl)-2-chloromethylimidazole hydrochloride (3.09 g) as brown crystals. As a reaction SMILES: [CH3:1][CH:2]([N:5]1[CH:9]=[CH:8][N:7]=[C:6]1[CH2:10]O)[CH2:3][CH3:4].S(Cl)([Cl:14])=O>>[ClH:14].[CH3:1][CH:2]([N:5]1[CH:9]=[CH:8][N:7]=[C:6]1[CH2:10][Cl:14])[CH2:3][CH3:4] |f:2.3|. Starting materials: C=CCC(F)(F)C(=O)OCC, N. Product: C=CCC(F)(F)C(N)=O. As a reaction SMILES: [F:1][C:2]([C:3](=[O:4])[O:5][CH2:6][CH3:7])([CH2:8][CH:9]=[CH2:10])[F:11].[NH3:12]>>[F:1][C:2]([C:3](=[O:4])[NH2:12])([CH2:8][CH:9]=[CH2:10])[F:11].